This data is from the Open Reaction Database (ORD), a public repository of structured organic reaction records. The task is: describe an organic reaction: reactants, conditions, products, and yield Reactants: CC(C)(C)OC(=O)N1CCC(=O)CC1, CNC, CO, CCOC(C)=O, CCCCCC, CNC, Cl, Cl, N#C[K], O. The product is CN(C)C1(C#N)CCN(C(=O)OC(C)(C)C)CC1. As a reaction SMILES: [C:8]([CH3:9])([CH3:10])([CH3:11])[O:12][C:13](=[O:14])[N:15]1[CH2:16][CH2:17][C:18](=[O:21])[CH2:19][CH2:20]1.[CH3:1][NH:2][CH3:3].[CH3:26][OH:27].[CH3:29][CH2:30][O:31][C:32]([CH3:33])=[O:34].[CH3:35][CH2:36][CH2:37][CH2:38][CH2:39][CH3:40].[CH3:5][NH:6][CH3:7].[ClH:22].[ClH:4].[K:23][C:24]#[N:25].[OH2:28]>>[CH3:1][N:2]([CH3:3])[C:18]1([C:5]#[N:6])[CH2:17][CH2:16][N:15]([C:13]([O:12][C:8]([CH3:9])([CH3:10])[CH3:11])=[O:14])[CH2:20][CH2:19]1. The reactants are C(C)(C)(C)OC(=O)N1[C@H](C[C@@H](C1)C)C(=O)O ((2R,4S)-1-tert-Butoxycarbonyl-4-methylpyrrolidine-2-carboxylic acid), CI (methyl iodide), C([O-])([O-])=O.[K+].[K+] (potassium carbonate). Solvent: C(C)#N (acetonitrile). Product: C(C)(C)(C)OC(=O)N1[C@H](C[C@@H](C1)C)C(=O)OC (methyl (2R,4S)-1-tert-butoxycarbonyl-4-methylpyrrolidine-2-carboxylate). RXN SMILES: [C:1]([O:5][C:6]([N:8]1[CH2:12][C@@H:11]([CH3:13])[CH2:10][C@@H:9]1[C:14]([OH:16])=[O:15])=[O:7])([CH3:4])([CH3:3])[CH3:2].CI.[C:19](=O)([O-])[O-].[K+].[K+]>C(#N)C>[C:1]([O:5][C:6]([N:8]1[CH2:12][C@@H:11]([CH3:13])[CH2:10][C@@H:9]1[C:14]([O:16][CH3:19])=[O:15])=[O:7])([CH3:2])([CH3:3])[CH3:4] |f:2.3.4|. Procedure: (2R,4S)-4-Methylpyrrolidine-2-carboxylic acid described in J. Chem. Soc. C, pp. 514-522 (1971) is reacted with di-tert-butyl dicarbonate to give (2R,4S)-1-tert-butoxycarbonyl-4-methylpyrrolidine-2-carboxylic acid. (2R,4S)-1-tert-Butoxycarbonyl-4-methylpyrrolidine-2-carboxylic acid is reacted with methyl iodide in the presence of potassium carbonate in acetonitrile solvent to give methyl (2R,4S)-1-tert-butoxycarbonyl-4-methylpyrrolidine-2-carboxylate. Methyl (2R,4S)-1-tert-butoxycarbonyl-4-methyl... Starting materials: C(C1=CC=CC=C1)N1C[C@H](OCC1)COC ((2S)-4-Benzyl-2-methoxymethylmorpholine), Cl.O1CCOCC1 (hydrogen chloride dioxane). Reagents/catalysts: [C].[Pd] (palladium-carbon). The solvent is C(C)O (ethanol). Reaction conditions: temperature 40 celsius, time 6 hour. The product is Cl.COC[C@@H]1CNCCO1 ((2S)-2-methoxymethylmorpholine hydrochloride). RXN SMILES: C([N:8]1[CH2:13][CH2:12][O:11][C@H:10]([CH2:14][O:15][CH3:16])[CH2:9]1)C1C=CC=CC=1.[ClH:17].O1CCOCC1>C(O)C.[C].[Pd]>[ClH:17].[CH3:16][O:15][CH2:14][C@H:10]1[O:11][CH2:12][CH2:13][NH:8][CH2:9]1 |f:1.2,4.5,6.7|. Procedure: (2S)-4-Benzyl-2-methoxymethylmorpholine (3 g) is dissolved in ethanol (50 ml) and thereto are added 4N hydrogen chloride/dioxane (3.4 ml) and 10% palladium-carbon (0.3 g), and the mixture is stirred under hydrogen pressure of 5 kg/cm2 at 40° C. for 6 hours. After removing palladium-carbon, the solvent is distilled off under reduced pressure. The residue is recrystallized from ethyl acetate-methanol to give the title compound (1.8 g). The reactants are FC=1C(=NC=CC1)C(=O)O (3-fluoropicolinic acid), Cl.CNOC (N,O-dimethylhydroxylamine hydrochloride), CCN(C(C)C)C(C)C (DIPEA), C1=CN(C=N1)C(=O)N2C=CN=C2 (CDI). Solvent: C1CCOC1 (THF). Run at time 30 minute. Yields the product FC=1C(=NC=CC1)C(=O)N(C)OC (3-Fluoro-N-methoxy-N-methylpyridine-2-carboxamide). The yield is 94.4%. Reaction SMILES: [F:1][C:2]1[C:3]([C:8]([OH:10])=O)=[N:4][CH:5]=[CH:6][CH:7]=1.C1N=CN(C(N2C=NC=C2)=O)C=1.Cl.[CH3:24][NH:25][O:26][CH3:27].CCN(C(C)C)C(C)C>C1COCC1>[F:1][C:2]1[C:3]([C:8]([N:25]([O:26][CH3:27])[CH3:24])=[O:10])=[N:4][CH:5]=[CH:6][CH:7]=1 |f:2.3|. Procedure: To a suspension of 3-fluoropicolinic acid (17.7 g) in THF (300 mL) was added CDI (22.4 g) at room temperature, and the mixture was stirred at room temperature for 30 min and heated to 50° C. After stirring at 50° C. for 1 h, the mixture was cooled to room temperature. To the mixture were added N,O-dimethylhydroxylamine hydrochloride (18.4 g) and DIPEA (32.9 mL) at room temperature, and the mixture was stirred at room temperature for 12 h. The mixture was concentrated under reduced pressure. The ... The reactants are [N+](=O)([O-])C1=C(C(=O)OCC)C=C(C=C1)OC1=C(C=C(C=C1Cl)Cl)Cl (ethyl 2-nitro-5-(2,4,6-trichlorophenoxy)benzoate), [OH-].[Na+] (sodium hydroxide). Solvent: C(C)O (ethanol), O (water). The product is [N+](=O)([O-])C1=C(C(=O)O)C=C(C=C1)OC1=C(C=C(C=C1Cl)Cl)Cl (2-nitro-5-(2,4,6-trichlorophenoxy)benzoic acid). The yield is 66.9%. Reaction SMILES: [N+:1]([C:4]1[CH:14]=[CH:13][C:12]([O:15][C:16]2[C:21]([Cl:22])=[CH:20][C:19]([Cl:23])=[CH:18][C:17]=2[Cl:24])=[CH:11][C:5]=1[C:6]([O:8]CC)=[O:7])([O-:3])=[O:2].[OH-].[Na+]>C(O)C.O>[N+:1]([C:4]1[CH:14]=[CH:13][C:12]([O:15][C:16]2[C:17]([Cl:24])=[CH:18][C:19]([Cl:23])=[CH:20][C:21]=2[Cl:22])=[CH:11][C:5]=1[C:6]([OH:8])=[O:7])([O-:3])=[O:2] |f:1.2|. Procedure: The product from paragraph (a) (6.86 g) in ethanol (50 ml) was heated and stirred with a solution of sodium hydroxide (0.8 g) in water (10 ml) at 60°-70° C. for 4 hours. The mixture was then cooled and the ethanol removed under reduced pressure. The residue was diluted to 100 ml with water and brought to pH 2 with concentrated hydrochloric acid. The solid which separated was collected and recrystallised from toluene to give the required benzoic acid derivative (4.26 g) with a melting point of 19... Reactants: CC#N, O=C(O[IH2](OC(=O)C(F)(F)F)c1ccccc1)C(F)(F)F, CC(=O)c1ccc(F)cc1, O, O=C(O)C(F)(F)F. The product is O=C(CO)c1ccc(F)cc1. As a reaction SMILES: [CH3:40][C:41]#[N:42].[F:11][C:12]([F:13])([F:15])[C:16](=[O:14])[O:17][IH2:18]([c:19]1[cH:20][cH:21][cH:22][cH:23][cH:24]1)[O:25][C:26](=[O:27])[C:28]([F:29])([F:30])[F:31].[F:1][c:2]1[cH:3][cH:4][c:5]([C:8]([CH3:9])=[O:10])[cH:6][cH:7]1.[OH2:32].[OH:33][C:34]([C:35]([F:36])([F:37])[F:38])=[O:39]>>[F:1][c:2]1[cH:3][cH:4][c:5]([C:8]([CH2:9][OH:14])=[O:10])[cH:6][cH:7]1. Starting materials: CCO, [F-], [Na+], O, O=S(=O)(Cl)OC(F)(F)C(F)(F)I. Product: CCOC(=O)C(F)(F)I. RXN SMILES: [CH3:3][CH2:4][OH:5].[F-:1].[Na+:2].[OH2:18].[S:6]([Cl:7])([O:9][C:10]([F:8])([C:11]([F:12])([F:13])[I:14])[F:15])(=[O:16])=[O:17]>>[CH3:3][CH2:4][O:5][C:10](=[O:9])[C:11]([F:12])([F:13])[I:14]. The reactants are C[C@]12CC[C@@]3([C@@H]([C@H]2CC[C@@H]2[C@]4(CC=C(C([C@@H]4CC[C@@]12C)(C)C)C1=CC=C(C(=O)OC)C=C1)C)[C@@H](CC3)C(=C)C)NCCN3CCNCC3 (methyl 4-((1R,3aS,5aR,5bR,7aR,11aS,11bR,13aR,13bR)-5a,5b,8,8,11a-pentamethyl-3a-((2-(piperazin-1-yl)ethyl)amino)-1-(prop-1-en-2-yl)-2,3,3a,4,5,5a,5b,6,7,7a,8,11,11a,11b,12,13,13a,13b-octadecahydro-1H-cyclopenta[a]chrysen-9-yl)benzoate), C1(CCCC1)CC(=O)O (cyclopentylacetic acid). Yields the product C1(CCCC1)CC(=O)N1CCN(CC1)CCN[C@]12[C@@H]([C@H]3CC[C@@H]4[C@]5(CC=C(C([C@@H]5CC[C@]4([C@@]3(CC1)C)C)(C)C)C1=CC=C(C(=O)O)C=C1)C)[C@@H](CC2)C(=C)C (4-((1R,3aS,5aR,5bR,7aR,11aS,11bR,13aR,13bR)-3a-((2-(4-(2-cyclopentylacetyl)piperazin-1-yl)ethyl)amino)-5a,5b,8,8,11a-pentamethyl-1-(prop-1-en-2-yl)-2,3,3a,4,5,5a,5b,6,7,7a,8,11,11a,11b,12,13,13a,13b-octadecahydro-1H-cyclopenta[a]chrysen-9-yl)benzoic acid). RXN SMILES: [CH3:1][C@:2]12[C@@:19]3([CH3:20])[C@@H:10]([C@:11]4([CH3:33])[C@@H:16]([CH2:17][CH2:18]3)[C:15]([CH3:22])([CH3:21])[C:14]([C:23]3[CH:32]=[CH:31][C:26]([C:27]([O:29]C)=[O:28])=[CH:25][CH:24]=3)=[CH:13][CH2:12]4)[CH2:9][CH2:8][C@@H:7]1[C@H:6]1[C@H:34]([C:37]([CH3:39])=[CH2:38])[CH2:35][CH2:36][C@:5]1([NH:40][CH2:41][CH2:42][N:43]1[CH2:48][CH2:47][NH:46][CH2:45][CH2:44]1)[CH2:4][CH2:3]2.[CH:49]1([CH2:54][C:55]([OH:57])=O)[CH2:53][CH2:52][CH2:51][CH2:50]1>>[CH:49]1([CH2:54][C:55]([N:46]2[CH2:47][CH2:48][N:43]([CH2:42][CH2:41][NH:40][C@:5]34[CH2:36][CH2:35][C@@H:34]([C:37]([CH3:39])=[CH2:38])[C@@H:6]3[C@@H:7]3[C@@:2]([CH3:1])([CH2:3][CH2:4]4)[C@@:19]4([CH3:20])[C@@H:10]([C@:11]5([CH3:33])[C@@H:16]([CH2:17][CH2:18]4)[C:15]([CH3:22])([CH3:21])[C:14]([C:23]4[CH:24]=[CH:25][C:26]([C:27]([OH:29])=[O:28])=[CH:31][CH:32]=4)=[CH:13][CH2:12]5)[CH2:9][CH2:8]3)[CH2:44][CH2:45]2)=[O:57])[CH2:50][CH2:51][CH2:52][CH2:53]1. Reported procedure: The title compound (3.1 mg) was prepared from methyl 4-((1R,3aS,5aR,5bR,7aR,11aS,11bR,13aR,13bR)-5a,5b,8,8,11a-pentamethyl-3a-((2-(piperazin-1-yl)ethyl)amino)-1-(prop-1-en-2-yl)-2,3,3a,4,5,5a,5b,6,7,7a,8,11,11a,11b,12,13,13a,13b-octadecahydro-1H-cyclopenta[a]chrysen-9-yl)benzoate following the general procedure as described above using cyclopentylacetic acid as the acylating agent. LCMS: m/e 752.9 (M+H)+, 3.93 min (method 14). 1H NMR (500 MHz, METHANOL-d4) δ 7.89 (d, J=8.2 Hz, 2H), 7.17 (d, J=8....